Dataset: the Open Reaction Database (ORD), a public repository of structured organic reaction records. Task: describe an organic reaction: reactants, conditions, products, and yield Starting materials: O=C([O-])[O-], C1CCNC1, CC#N, O=[N+]([O-])c1ccc2c(c1)SCCN2CCCCl, [I-], [K+], [K+], [K+], O. Yields the product O=[N+]([O-])c1ccc2c(c1)SCCN2CCCN1CCCC1. RXN SMILES: [C:23](=[O:24])([O-:25])[O-:26].[CH2:18]1[CH2:19][CH2:20][NH:21][CH2:22]1.[CH3:31][C:32]#[N:33].[Cl:1][CH2:2][CH2:3][CH2:4][N:5]1[c:6]2[c:7]([cH:11][c:12]([N+:15](=[O:16])[O-:17])[cH:13][cH:14]2)[S:8][CH2:9][CH2:10]1.[I-:30].[K+:27].[K+:28].[K+:29].[OH2:34]>>[CH2:2]([CH2:3][CH2:4][N:5]1[c:6]2[c:7]([cH:11][c:12]([N+:15](=[O:16])[O-:17])[cH:13][cH:14]2)[S:8][CH2:9][CH2:10]1)[N:21]1[CH2:20][CH2:19][CH2:18][CH2:22]1.